From a dataset of the Open Reaction Database (ORD), a public repository of structured organic reaction records. describe an organic reaction: reactants, conditions, products, and yield Starting materials: C1(=CC=C(C=C1)S(=O)(=O)OC[C@H]1CO1)C ((R)-glycidyl p-toluenesulfonate), Grignard reagent, O (Water). The reagents and catalysts are [Cu](Cl)(Cl)(Cl)Cl.[Li] (lithium copper tetrachloride). Solvent: C1CCOC1 (THF), C1CCOC1 (THF). Conditions: temperature -50 celsius, time 15 minute. Product: C1(=CC=C(C=C1)S(=O)(=O)OC[C@@H](CCC[C@H](CC)C)O)C ((2R,6S)-2-Hydroxy-6-methyloctyl p-toluenesulfonate). The yield is 206.9%. As a reaction SMILES: [C:1]1([CH3:15])[CH:6]=[CH:5][C:4]([S:7]([O:10][CH2:11][C@@H:12]2[O:14][CH2:13]2)(=[O:9])=[O:8])=[CH:3][CH:2]=1.O>C1COCC1.[Cu](Cl)(Cl)(Cl)Cl.[Li]>[C:1]1([CH3:15])[CH:6]=[CH:5][C:4]([S:7]([O:10][CH2:11][C@H:12]([OH:14])[CH2:13][CH2:3][CH2:2][C@@H:1]([CH3:15])[CH2:6][CH3:5])(=[O:9])=[O:8])=[CH:3][CH:2]=1 |f:3.4,^1:26|. Reported procedure: Separately, 0.42 g of lithium copper tetrachloride was dissolved in 80 ml of THF in a flask, and the solution was cooled to -50° C. The above prepared Grignard reagent was added dropwise to the solution at that temperature, followed by stirring for 15 minutes. After cooling the reaction mixture to -55° C., a mixture of 2.0 g of (R)-glycidyl p-toluenesulfonate and 20 ml of THF was added thereto dropwise to conduct reaction at that temperature for 1.5 hours. Water was added to the reaction mixture...